Task: describe an organic reaction: reactants, conditions, products, and yield. Dataset: the Open Reaction Database (ORD), a public repository of structured organic reaction records Reactants: Cc1c[nH]c2c1C(=O)CC(C)(C)C2, [Cl-], [H-], Nc1ncc(Br)c2cc(F)ccc12, [NH4+], [Na+], CN(C)C=O. Product: Cc1cn(-c2ccc3c(N)ncc(Br)c3c2)c2c1C(=O)CC(C)(C)C2. As a reaction SMILES: [CH3:14][c:15]1[cH:16][nH:17][c:18]2[c:23]1[C:22](=[O:24])[CH2:21][C:20]([CH3:25])([CH3:26])[CH2:19]2.[Cl-:29].[H-:28].[NH2:1][c:2]1[n:3][cH:4][c:5]([Br:13])[c:6]2[cH:7][c:8]([F:12])[cH:9][cH:10][c:11]12.[NH4+:30].[Na+:27].[O:31]=[CH:32][N:33]([CH3:34])[CH3:35]>>[NH2:1][c:2]1[n:3][cH:4][c:5]([Br:13])[c:6]2[cH:7][c:8](-[n:17]3[cH:16][c:15]([CH3:14])[c:23]4[c:18]3[CH2:19][C:20]([CH3:25])([CH3:26])[CH2:21][C:22]4=[O:24])[cH:9][cH:10][c:11]12. Reaction SMILES: CC(C)=O.[C:5]([OH:12])(=[O:11])[CH2:6][CH2:7][C:8]([OH:10])=[O:9].[CH:13]1[CH:14]=[CH:15][C:16]([C@@H:19]2[N:28]([C:29]([O:31][C@@H:32]3[CH:37]4[CH2:38][CH2:39][N:34]([CH2:35][CH2:36]4)[CH2:33]3)=[O:30])[CH2:27][CH2:26][C:25]3[CH:24]=[CH:23][CH:22]=[CH:21][C:20]2=3)=[CH:17][CH:18]=1>O>[CH:13]1[CH:18]=[CH:17][C:16]([C@@H:19]2[N:28]([C:29]([O:31][C@@H:32]3[CH:37]4[CH2:36][CH2:35][N:34]([CH2:39][CH2:38]4)[CH2:33]3)=[O:30])[CH2:27][CH2:26][C:25]3[CH:24]=[CH:23][CH:22]=[CH:21][C:20]2=3)=[CH:15][CH:14]=1.[CH2:6]([C:5]([OH:12])=[O:11])[CH2:7][C:8]([OH:10])=[O:9] |f:4.5|. Run at temperature 3 celsius, time 1 hour. Reported procedure: Acetone (260 ml), Succinic acid (12.7 g, 0.107 mol) and water (5 ml) are combined in a flask. The mixture is heated under reflux until total dissolution and then kept at 42° C. Then, the “Solution of solifenacin base” is charged and the mixture is heated to reflux and kept under reflux for 15 minutes. The content is distilled until a final volume of 260 ml. The mixture is cooled slowly until a final temperature of 3° C. and then filtered. The residue is washed with Ethyl acetate (50 ml) at 0/5° ... The product is C=1C=CC(=CC1)[C@H]2C=3C=CC=CC3CCN2C(=O)O[C@H]4CN5CCC4CC5.C(CC(=O)O)C(=O)O (Solifenacin Succinate). Reactants: CC(=O)C (Acetone), C(CCC(=O)O)(=O)O (Succinic acid), C=1C=CC(=CC1)[C@H]2C=3C=CC=CC3CCN2C(=O)O[C@H]4CN5CCC4CC5 (solifenacin). The solvent is O (water). The reactants are NOCCNC(=O)NC(OC(C)(C)C)=O (tert-Butyl {[2-(aminooxy)ethyl]carbamoyl}carbamate), ON1N=NC2=C1C=CC=C2 (1-hydroxybenzotriazole), Cl.C(C)N=C=NCCCN(C)C (1-ethyl-(3-dimethylaminopropyl)carbodiimide hydrochloride), C(C1=CC=CC=C1)ON1[C@@H]2CC[C@H](N(C1=O)C2)C(=O)O ((2S,5R)-6-(benzyloxy)-7-oxo-1,6-diazabicyclo[3.2.1]octane-2-carboxylic acid). Procedure details: To a mixture of (2S,5R)-6-(benzyloxy)-7-oxo-1,6-diazabicyclo[3.2.1]octane-2-carboxylic acid 1 (0.210 g, 0.760 mmol, US 2005/20572 A1) in DCM (6.0 mL) were added tert-butyl {[2-(aminooxy)ethyl]carbamoyl}carbamate 84 (0.250 g, 1.140 mmol), 1-hydroxybenzotriazole (0.154 g, 1.140 mmol) and 1-ethyl-(3-dimethylaminopropyl)carbodiimide hydrochloride (0.218 g, 1.140 mmol) sequentially at room temperature. The mixture was stirred at room temperature overnight, diluted with DCM and concentrated to provide... The solvent is C(Cl)Cl (DCM), C(Cl)Cl (DCM). Product: C(C1=CC=CC=C1)ON1[C@@H]2CC[C@H](N(C1=O)C2)C(=O)NOCCNC(=O)NC(OC(C)(C)C)=O (tert-Butyl ({2-[({[(2S,5R)-6-(benzyloxy)-7-oxo-1,6-diazabicyclo[3.2.1]oct-2-yl]carbonyl}amino)oxy]ethyl}carbamoyl)carbamate). RXN SMILES: [CH2:1]([O:8][N:9]1[C:15](=[O:16])[N:14]2[CH2:17][C@H:10]1[CH2:11][CH2:12][C@H:13]2[C:18]([OH:20])=O)[C:2]1[CH:7]=[CH:6][CH:5]=[CH:4][CH:3]=1.[NH2:21][O:22][CH2:23][CH2:24][NH:25][C:26]([NH:28][C:29](=[O:35])[O:30][C:31]([CH3:34])([CH3:33])[CH3:32])=[O:27].ON1C2C=CC=CC=2N=N1.Cl.C(N=C=NCCCN(C)C)C>C(Cl)Cl>[CH2:1]([O:8][N:9]1[C:15](=[O:16])[N:14]2[CH2:17][C@H:10]1[CH2:11][CH2:12][C@H:13]2[C:18]([NH:21][O:22][CH2:23][CH2:24][NH:25][C:26]([NH:28][C:29](=[O:35])[O:30][C:31]([CH3:33])([CH3:32])[CH3:34])=[O:27])=[O:20])[C:2]1[CH:3]=[CH:4][CH:5]=[CH:6][CH:7]=1 |f:3.4|. Reaction conditions: time 8 hour. The yield is 85.4%. The reactants are O=CC1CN(C(C(=O)O)C2CCCCC2)CC1c1ccccc1, O=C(O)C(C1CCCCC1)N1CC(CN2CCC(CCCN3ONc4ccccc43)CC2)C(c2ccccc2)C1, CC(C)(Cc1ccccc1)CC1CCNCC1. Product: CC(C)(Cc1ccccc1)CC1CCN(CC2CN(C(C(=O)O)C3CCCCC3)CC2c2ccccc2)CC1. As a reaction SMILES: [CH:18](=[O:19])[CH:20]1[CH2:21][N:22]([CH:31]([C:32](=[O:33])[OH:34])[CH:35]2[CH2:36][CH2:37][CH2:38][CH2:39][CH2:40]2)[CH2:23][CH:24]1[c:25]1[cH:26][cH:27][cH:28][cH:29][cH:30]1.[NH:41]1[O:42][N:43]([CH2:44][CH2:45][CH2:46][CH:47]2[CH2:48][CH2:49][N:50]([CH2:51][CH:52]3[CH:53]([c:54]4[cH:55][cH:56][cH:57][cH:58][cH:59]4)[CH2:60][N:61]([CH:62]([CH:63]4[CH2:64][CH2:65][CH2:66][CH2:67][CH2:68]4)[C:69]([OH:70])=[O:71])[CH2:72]3)[CH2:73][CH2:74]2)[c:75]2[cH:76][cH:77][cH:78][cH:79][c:80]21.[c:1]1([CH2:7][C:8]([CH2:9][CH:10]2[CH2:11][CH2:12][NH:13][CH2:14][CH2:15]2)([CH3:16])[CH3:17])[cH:2][cH:3][cH:4][cH:5][cH:6]1>>[c:1]1([CH2:7][C:8]([CH2:9][CH:10]2[CH2:11][CH2:12][N:13]([CH2:18][CH:20]3[CH2:21][N:22]([CH:31]([C:32](=[O:33])[OH:34])[CH:35]4[CH2:36][CH2:37][CH2:38][CH2:39][CH2:40]4)[CH2:23][CH:24]3[c:25]3[cH:26][cH:27][cH:28][cH:29][cH:30]3)[CH2:14][CH2:15]2)([CH3:16])[CH3:17])[cH:2][cH:3][cH:4][cH:5][cH:6]1. Reactants: C1(CCCCC1)N (cyclohexylamine), C(C)(C)(C)OC(C/C(/C(=O)O)=C\CCC1=CC=CC=C1)=O ((E)-2-[2-(tert-butoxy)-2-oxoethyl]-5-phenyl-2-pentenoic acid), (S)-2,2′-bis(diphenylphosphino-1,1′-binaphthyl]chloro(p-cymene)ruthenium chloride. Run in CO (methanol). Run at temperature 22.5 celsius, time 4 hour. The product is C1(CCCCC1)N.C(C)(C)(C)OC(C[C@H](C(=O)O)CCCC1=CC=CC=C1)=O ((R)-2-[2-(tert-butoxy)-2-oxoethyl]-5-phenylpentanoic acid cyclohexylamine salt). The yield is 65.0%. As a reaction SMILES: [CH:1]1([NH2:7])[CH2:6][CH2:5][CH2:4][CH2:3][CH2:2]1.[C:8]([O:12][C:13](=[O:28])[CH2:14]/[C:15](=[CH:19]\[CH2:20][CH2:21][C:22]1[CH:27]=[CH:26][CH:25]=[CH:24][CH:23]=1)/[C:16]([OH:18])=[O:17])([CH3:11])([CH3:10])[CH3:9]>CO>[CH:1]1([NH2:7])[CH2:6][CH2:5][CH2:4][CH2:3][CH2:2]1.[C:8]([O:12][C:13](=[O:28])[CH2:14][C@@H:15]([CH2:19][CH2:20][CH2:21][C:22]1[CH:23]=[CH:24][CH:25]=[CH:26][CH:27]=1)[C:16]([OH:18])=[O:17])([CH3:11])([CH3:9])[CH3:10] |f:3.4|. Reported procedure: A stirred solution of cyclohexylamine (266 ml, 2.32 mol), (E)-2-[2-(tert-butoxy)-2-oxoethyl]-5-phenyl-2-pentenoic acid (688 g, 2.37 mol) and [(S)-2,2′-bis(diphenylphosphino-1,1′-binaphthyl]chloro(p-cymene)ruthenium chloride (4.4 g, 4.7 mmol) in methanol (6.9 liters) was heated to 60° C., under hydrogen (60 p.s.i.), for 47 hours and then allowed to cool to 20-25° C. (enantiomeric excess=88%). The mixture was filtered through a filter aid Celite® and then the solvent was stripped and replaced with... Reactants: CCOC(C)=O, CC(C)[Si](Cl)(C(C)C)C(C)C, CN(C)C=O, O, COc1cc(C=O)cc(O)c1OC, c1c[nH]cn1. Product: COc1cc(C=O)cc(O[Si](C(C)C)(C(C)C)C(C)C)c1OC. RXN SMILES: [CH3:36][CH2:37][O:38][C:39](=[O:40])[CH3:41].[Cl:19][Si:20]([CH:21]([CH3:22])[CH3:23])([CH:24]([CH3:25])[CH3:26])[CH:27]([CH3:28])[CH3:29].[O:31]=[CH:32][N:33]([CH3:34])[CH3:35].[OH2:30].[OH:1][c:2]1[cH:3][c:4]([CH:5]=[O:6])[cH:7][c:8]([O:12][CH3:13])[c:9]1[O:10][CH3:11].[nH:14]1[cH:15][cH:16][n:17][cH:18]1>>[O:1]([c:2]1[cH:3][c:4]([CH:5]=[O:6])[cH:7][c:8]([O:12][CH3:13])[c:9]1[O:10][CH3:11])[Si:20]([CH:21]([CH3:22])[CH3:23])([CH:24]([CH3:25])[CH3:26])[CH:27]([CH3:28])[CH3:29]. Reported procedure: A reaction mixture comprising 7 g. of 4,9-dihydro-9-methyl-10H-thieno[3,4-b][1,5]benzodiazepin-10-one, 3.1 g. (2.9 ml.) of propionyl chloride and 70 ml. of benzene is refluxed for 3 hours and then allowed to stand for 48 hours. The benzene is distilled off. The residue is filtered, washed with ether and dried. The solid is heated to boiling in 300 ml. of ethyl acetate, filtered and the filtrate is chilled. The crystals are collected, washed with ether and dried giving the desired product, mp. 20... Reactants: CN1C(C=2C(NC3=C1C=CC=C3)=CSC2)=O (4,9-dihydro-9-methyl-10H-thieno[3,4-b][1,5]benzodiazepin-10-one), C(CC)(=O)Cl (propionyl chloride). Conditions: time 48 hour. Solvent: C1=CC=CC=C1 (benzene). RXN SMILES: [CH3:1][N:2]1[C:8]2[CH:9]=[CH:10][CH:11]=[CH:12][C:7]=2[NH:6][C:5]2=[CH:13][S:14][CH:15]=[C:4]2[C:3]1=[O:16].[C:17](Cl)(=[O:20])[CH2:18][CH3:19]>C1C=CC=CC=1>[CH3:1][N:2]1[C:8]2[CH:9]=[CH:10][CH:11]=[CH:12][C:7]=2[N:6]([C:17](=[O:20])[CH2:18][CH3:19])[C:5]2=[CH:13][S:14][CH:15]=[C:4]2[C:3]1=[O:16]. The product is CN1C(C=2C(N(C3=C1C=CC=C3)C(CC)=O)=CSC2)=O (4,9-Dihydro-9-methyl-4-propionyl-10H-thieno[3,4-b][1,5]benzodiazepin-10-one). Run at temperature 60 celsius, time 18 hour. Reaction SMILES: [OH:1][C:2]1[CH:7]=[CH:6][C:5]([CH2:8][C:9](=[O:11])[CH3:10])=[CH:4][CH:3]=1.Cl[CH2:13][C:14]1[C:15]([CH3:20])=[N:16][O:17][C:18]=1[CH3:19].C(=O)([O-])[O-].[K+].[K+].O>CN(C)C=O>[CH3:20][C:15]1[C:14]([CH2:13][O:1][C:2]2[CH:3]=[CH:4][C:5]([CH2:8][C:9](=[O:11])[CH3:10])=[CH:6][CH:7]=2)=[C:18]([CH3:19])[O:17][N:16]=1 |f:2.3.4|. Solvent: CN(C=O)C (dimethylformamide). Starting materials: O (water), OC1=CC=C(C=C1)CC(C)=O (4-hydroxyphenyl acetone), ClCC=1C(=NOC1C)C (4-chloromethyl-3,5-dimethylisoxazole), C([O-])([O-])=O.[K+].[K+] (potassium carbonate). The yield is 96.5%. Reported procedure: A mixture of 4-hydroxyphenyl acetone (1.5 g), 4-chloromethyl-3,5-dimethylisoxazole (1.6 g) and potassium carbonate (1.5 g) in dimethylformamide (10 ml) was heated and stirred at 60° C. for 18 h. After cooling, the mixture was poured into water and extracted twice with ethyl acetate. The combined solvent phase was washed twice with brine, dried (magnesium sulphate) and then evaporated. The resultant oil was chromatographed on silica using isohexane to 20% ethyl acetate in isohexane mixtures to gi... Product: CC1=NOC(=C1COC1=CC=C(C=C1)CC(C)=O)C (4-[(3,5-Dimethylisoxazol-4-yl)methoxy]phenyl acetone).